From a dataset of the Open Reaction Database (ORD), a public repository of structured organic reaction records. describe an organic reaction: reactants, conditions, products, and yield The reactants are N(=[N+]=[N-])CC(COC(NCCCCCCCCCCCCCCCCCC)=O)CC#N (1-azido-2-cyanomethyl-3-octadecylcarbamoyloxypropane), C(C1=CC=CC=C1)(=O)OC(CC(CN)COC(NCCCCCCCCCCCCCCCCCC)=O)C (2-(2-benzoyloxypropan-1-yl)-3-octadecylcarbamoyloxypropylamine). Reagents/catalysts: [Pd] (palladium on charcoal). Solvent: CO (methanol). Product: C(#N)CC(CN)COC(NCCCCCCCCCCCCCCCCCC)=O (2-cyanomethyl-3-octadecylcarbamoyloxypropylamine). RXN SMILES: [N:1]([CH2:4][CH:5]([CH2:29][C:30]#[N:31])[CH2:6][O:7][C:8](=[O:28])[NH:9][CH2:10][CH2:11][CH2:12][CH2:13][CH2:14][CH2:15][CH2:16][CH2:17][CH2:18][CH2:19][CH2:20][CH2:21][CH2:22][CH2:23][CH2:24][CH2:25][CH2:26][CH3:27])=[N+]=[N-].C(OC(C)CC(COC(=O)NCCCCCCCCCCCCCCCCCC)CN)(=O)C1C=CC=CC=1>[Pd].CO>[C:30]([CH2:29][CH:5]([CH2:6][O:7][C:8](=[O:28])[NH:9][CH2:10][CH2:11][CH2:12][CH2:13][CH2:14][CH2:15][CH2:16][CH2:17][CH2:18][CH2:19][CH2:20][CH2:21][CH2:22][CH2:23][CH2:24][CH2:25][CH2:26][CH3:27])[CH2:4][NH2:1])#[N:31]. Procedure: A mixture of 1-azido-2-cyanomethyl-3-octadecylcarbamoyloxypropane Vn2b, 80 mg of 10% palladium on charcoal in 40 ml of methanol is hydrogenated by the same procedure as described in (129) and crude product of the titled compound IVn2 is obtained. Starting materials: C[O-], [Na+], CN(C)C=O, O=C1COc2cccnc2N1, O=Cc1ccc[nH]1. Product: O=C1Nc2ncccc2OC1=Cc1ccc[nH]1. Reaction SMILES: [CH3:1][O-:2].[Na+:3].[O:22]=[CH:23][N:24]([CH3:25])[CH3:26].[O:4]1[c:5]2[c:6]([n:11][cH:12][cH:13][cH:14]2)[NH:7][C:8](=[O:10])[CH2:9]1.[nH:15]1[c:16]([CH:20]=[O:21])[cH:17][cH:18][cH:19]1>>[O:4]1[c:5]2[c:6]([n:11][cH:12][cH:13][cH:14]2)[NH:7][C:8](=[O:10])[C:9]1=[CH:20][c:16]1[nH:15][cH:19][cH:18][cH:17]1. Reactants: [H-].[Na+] (sodium hydride), O=C1NC2=CC=CC=C2C(N1CC1=CC=C(C=C1)OC)=O (2,4-dioxo-3-(4-methoxybenzyl)-1,2,3,4-tetrahydroquinazoline), BrCCCCl (1-bromo-3-chloropropane). The solvent is CN(C=O)C (N,N-dimethylformamide). Conditions: time 30 minute. Product: ClCCCN1C(N(C(C2=CC=CC=C12)=O)CC1=CC=C(C=C1)OC)=O (1-(3-Chloropropyl)-2,4-dioxo-3-(4-methoxybenzyl)-1,2,3,4-tetrahydroquinazoline). The yield is 62.0%. As a reaction SMILES: [H-].[Na+].[O:3]=[C:4]1[N:13]([CH2:14][C:15]2[CH:20]=[CH:19][C:18]([O:21][CH3:22])=[CH:17][CH:16]=2)[C:12](=[O:23])[C:11]2[C:6](=[CH:7][CH:8]=[CH:9][CH:10]=2)[NH:5]1.Br[CH2:25][CH2:26][CH2:27][Cl:28]>CN(C)C=O>[Cl:28][CH2:27][CH2:26][CH2:25][N:5]1[C:6]2[C:11](=[CH:10][CH:9]=[CH:8][CH:7]=2)[C:12](=[O:23])[N:13]([CH2:14][C:15]2[CH:16]=[CH:17][C:18]([O:21][CH3:22])=[CH:19][CH:20]=2)[C:4]1=[O:3] |f:0.1|. Procedure: To a suspension of sodium hydride (60% in oil, 0.34 g) in N,N-dimethylformamide (30 ml), 2,4-dioxo-3-(4-methoxybenzyl)-1,2,3,4-tetrahydroquinazoline (2.0 g) obtained in Reference Example 26 was added, and the mixture was stirred at room temperature for 30 minutes. To this mixture, 1-bromo-3-chloropropane (1.05 ml) was added and the mixture was stirred for further 13.5 hours. The solvent was distilled off under reduced pressure, and the residue was combined with iN hydrochloric acid and extracted... Product: O=C(O)C1CC2(CC2)CN1C(=O)OCc1ccccc1. RXN SMILES: [CH2:25]1[O:26][CH2:27][CH2:28][CH2:29]1.[CH3:1][O:2][C:3](=[O:4])[CH:5]1[N:6]([C:12](=[O:13])[O:14][CH2:15][c:16]2[cH:17][cH:18][cH:19][cH:20][cH:21]2)[CH2:7][C:8]2([CH2:9][CH2:10]2)[CH2:11]1.[ClH:24].[Li+:23].[OH-:22]>>[O:2]=[C:3]([OH:4])[CH:5]1[N:6]([C:12](=[O:13])[O:14][CH2:15][c:16]2[cH:17][cH:18][cH:19][cH:20][cH:21]2)[CH2:7][C:8]2([CH2:9][CH2:10]2)[CH2:11]1. Reactants: C1CCOC1, COC(=O)C1CC2(CC2)CN1C(=O)OCc1ccccc1, Cl, [Li+], [OH-]. Yields the product ClC1=CC=C2C=CC(=NC2=C1)C=CC=1C=C(C=CC1)[C@H](CCC1=C(C=CC=C1)C(C)(C)O)O (2-(2-(3(S)-(3-(2-(7-chloro-2-quinolinyl)ethenyl)phenyl)-3-hydroxypropyl)phenyl)-2-propanol). Reported procedure: To a solution of the hydroxyester of Step 2 (38.68 g, 84.36 mmol) in 600 mL of toluene at 0° C. was added slowly 225 mL of 1.5M MeMgBr in toluene:THF 3:1 and the mixture was stirred at r.t. for 4 h. It was then poured into 2 L cold 12% NH4OAc and 25 mL of AcOH were added. The products were extracted in EtOAc, washed with brine, dried over Na2SO4 and concentrated. Flash chromatography of the residue with EtOAc:toluene 15:85 and 25:75 afforded first the methyl ketone derivative, then the title com... Solvent: C1(=CC=CC=C1)C (toluene), C1(=CC=CC=C1)C.C1CCOC1 (toluene THF). Conditions: time 4 hour. Reactants: ClC1=CC=C2C=CC(=NC2=C1)C=CC=1C=C(C=CC1)[C@H](CCC1=C(C(=O)OC)C=CC=C1)O (Methyl 2-(3(S)-(3-(2-(7-chloro-2-quinolinyl)ethenyl)phenyl)-3-hydroxypropyl)benzoate), C[Mg+].[Br-] (MeMgBr), NH4OAc, CC(=O)O (AcOH). Reaction SMILES: [Cl:1][C:2]1[CH:11]=[C:10]2[C:5]([CH:6]=[CH:7][C:8]([CH:12]=[CH:13][C:14]3[CH:15]=[C:16]([C@@H:20]([OH:33])[CH2:21][CH2:22][C:23]4[CH:32]=[CH:31][CH:30]=[CH:29][C:24]=4C(OC)=O)[CH:17]=[CH:18][CH:19]=3)=[N:9]2)=[CH:4][CH:3]=1.[CH3:34][Mg+].[Br-].[CH3:37][C:38]([OH:40])=O>C1(C)C=CC=CC=1.C1(C)C=CC=CC=1.C1COCC1>[Cl:1][C:2]1[CH:11]=[C:10]2[C:5]([CH:6]=[CH:7][C:8]([CH:12]=[CH:13][C:14]3[CH:15]=[C:16]([C@@H:20]([OH:33])[CH2:21][CH2:22][C:23]4[CH:24]=[CH:29][CH:30]=[CH:31][C:32]=4[C:38]([OH:40])([CH3:37])[CH3:34])[CH:17]=[CH:18][CH:19]=3)=[N:9]2)=[CH:4][CH:3]=1 |f:1.2,5.6|.